Dataset: the Open Reaction Database (ORD), a public repository of structured organic reaction records. Task: describe an organic reaction: reactants, conditions, products, and yield Run in C(Cl)Cl (methylene chloride), C(Cl)Cl (methylene chloride). Reaction SMILES: [CH3:1][O:2][C:3]1[CH:8]=[CH:7][C:6]([S:9]/[CH:10]=[CH:11]\[CH:12]([OH:14])[CH3:13])=[CH:5][CH:4]=1.N1C=CC=CC=1.[C:21](Cl)(=[O:23])[CH3:22]>C(Cl)Cl>[C:21]([O:14][CH:12]([CH3:13])/[CH:11]=[CH:10]\[S:9][C:6]1[CH:7]=[CH:8][C:3]([O:2][CH3:1])=[CH:4][CH:5]=1)(=[O:23])[CH3:22]. The reactants are N1=CC=CC=C1 (pyridine), COC1=CC=C(C=C1)S\C=C/C(C)O (rac-(Z)-4-[(p-methoxyphenyl)thio]-3-buten-2-ol), C(C)(=O)Cl (acetyl chloride). Reported procedure: 1 g (4.76 mmol) of rac-(Z)-4-[(p-methoxyphenyl)thio]-3-buten-2-ol are dissolved in 50 ml of methylene chloride. whereupon the solution is treated with 0.77 ml (9.5 mmol) of pyridine and cooled to 0° . There is added dropwise thereto a solution of 0.5 ml (7.1 mmol) of acetyl chloride in 10 ml of methylene chloride and the mixture is stirred at 0° for 1 hour. The reaction mixture is washed successively with 50 ml of 1N hydrochloric acid, 50 ml of 5 percent sodium bicarbonate solution and 50 ml of ... Yields the product C(C)(=O)OC(\C=C/SC1=CC=C(C=C1)OC)C (rac-4-[[(Z)-3-acetoxy-1-butenyl]thio]anisole). Reactants: BrC=1C=CC(=C(C1)C(O)C1=CC=C(C=C1)CC)CO[Si](C(C)C)(C(C)C)C(C)C ((5-bromo-2-((triisopropylsilyloxy)methyl)phenyl)(4-ethylphenyl)methanol), N1=C(C=CC=C1C)C (2,6-lutidine), [Si](C(C)C)(C(C)C)(C(C)C)OS(=O)(=O)C(F)(F)F (TIPSOTf). The solvent is ClCCl (dichloromethane). Reaction conditions: time 12 hour. The product is BrC1=CC(=C(CO[Si](C(C)C)(C(C)C)C(C)C)C=C1)C(O[Si](C(C)C)(C(C)C)C(C)C)C1=CC=C(C=C1)CC ((4-Bromo-2-((4-ethylphenyl)(triisopropylsilyloxy)methyl)benzyloxy)triisopropyl silane). Isolated yield 97.4%. Reaction SMILES: [Br:1][C:2]1[CH:3]=[CH:4][C:5]([CH2:18][O:19][Si:20]([CH:27]([CH3:29])[CH3:28])([CH:24]([CH3:26])[CH3:25])[CH:21]([CH3:23])[CH3:22])=[C:6]([CH:8]([C:10]2[CH:15]=[CH:14][C:13]([CH2:16][CH3:17])=[CH:12][CH:11]=2)[OH:9])[CH:7]=1.N1C(C)=CC=CC=1C.[Si:38](OS(C(F)(F)F)(=O)=O)([CH:45]([CH3:47])[CH3:46])([CH:42]([CH3:44])[CH3:43])[CH:39]([CH3:41])[CH3:40]>ClCCl>[Br:1][C:2]1[CH:3]=[CH:4][C:5]([CH2:18][O:19][Si:20]([CH:21]([CH3:22])[CH3:23])([CH:27]([CH3:28])[CH3:29])[CH:24]([CH3:26])[CH3:25])=[C:6]([CH:8]([C:10]2[CH:15]=[CH:14][C:13]([CH2:16][CH3:17])=[CH:12][CH:11]=2)[O:9][Si:38]([CH:45]([CH3:47])[CH3:46])([CH:42]([CH3:44])[CH3:43])[CH:39]([CH3:41])[CH3:40])[CH:7]=1. Reported procedure: Step 4) To a solution of (5-bromo-2-((triisopropylsilyloxy)methyl)phenyl)(4-ethylphenyl)methanol (4.76 mmol) and 2,6-lutidine (1.6 mL, 13.51 mmol) in dichloromethane (30.0 mL) was slowly added TIPSOTf (1.8 mL, 6.75 mmol) at 0° C., and the reaction mixture was stirred for 12 h at room temperature. The resulting mixture was quenched with CH3OH, diluted with EtOAc and washed with brine. The organic layer was dried over MgSO4, filtered, and concentrated in vacuo. The crude was purified by silica gel... The reactants are Cl.Cl.Cl.N[C@]1(CN(C[C@@H]1CCCB(O)O)CC(CC1=CC=CC=C1)N)C(=O)O ((3R,4S)-3-Amino-1-(2-amino-3-phenylpropyl)-4-[3-(dihydroxyboryl)propyl]pyrrolidine-3-carboxylic acid trihydrochloride), C(C)(C)(C)OC(=O)NN[C@@H](CC1=CC=CC=C1)C(=O)O (N-(tert-butoxycarbonylamino)-phenylalanine). Solvent: O (H2O). Product: N[C@]1(CN(C[C@@H]1CCCB(O)O)CC(CC1=CC=CC=C1)N)C(=O)O ((3R,4S)-3-amino-1-(2-amino-3-phenylpropyl)-4-(3-boronopropyl)pyrrolidine-3-carboxylic acid). As a reaction SMILES: Cl.Cl.Cl.[NH2:4][C@:5]1([C:26]([OH:28])=[O:27])[C@@H:9]([CH2:10][CH2:11][CH2:12][B:13]([OH:15])[OH:14])[CH2:8][N:7]([CH2:16][CH:17]([NH2:25])[CH2:18][C:19]2[CH:24]=[CH:23][CH:22]=[CH:21][CH:20]=2)[CH2:6]1.C(OC(NN[C@H](C(O)=O)CC1C=CC=CC=1)=O)(C)(C)C>O>[NH2:4][C@:5]1([C:26]([OH:28])=[O:27])[C@@H:9]([CH2:10][CH2:11][CH2:12][B:13]([OH:15])[OH:14])[CH2:8][N:7]([CH2:16][CH:17]([NH2:25])[CH2:18][C:19]2[CH:24]=[CH:23][CH:22]=[CH:21][CH:20]=2)[CH2:6]1 |f:0.1.2.3|. Procedure details: (3R,4S)-3-Amino-1-(2-amino-3-phenylpropyl)-4-[3-(dihydroxyboryl)propyl]pyrrolidine-3-carboxylic acid trihydrochloride (mixture of two diastereomers; each a racemate) is prepared in a manner analogous to that set forth in Example 54, Steps 1-3 except commercial N-(tert-butoxycarbonylamino)-phenylalanine is used in place of tert-butyl 7-chloro-3-(hydroxymethyl)-3,4-dihydroisoquinoline-2(1H)-carboxylate. 1H NMR (0.1M DCl in D2O, 400 MHz) δ 7.30 (m, 5 H), 4.41 (s, 2 H), 4.00 (m, 3 H), 3.85 (m, 2 H),... Starting materials: CN1CCOCC1 (N-methylmorpholine), NC1=C(C(=O)O)C=CC=C1[N+](=O)[O-] (2-amino-3-nitrobenzoic acid), methyl L-α-alanine monohydrochloride, O.ON1N=CC2=C1C=CC=N2 (1-hydroxy-1H-1,2,4-benzotriazole monohydrate), N,N'-methanetetraylbis[cyclohexanamine]. The solvent is O1CCCC1 (tetrahydrofuran). Run at temperature 0 celsius, time 5 minute. Product: 13.08, NC1=C(C(=O)N[C@H](C(=O)OC)C)C=CC=C1[N+](=O)[O-] ((-)-methyl (S)-2-[(2-amino-3-nitrobenzoyl)amino]propanoate). The yield is 97.9%. As a reaction SMILES: [NH2:1][C:2]1[C:10]([N+:11]([O-:13])=[O:12])=[CH:9][CH:8]=[CH:7][C:3]=1[C:4]([OH:6])=O.[OH2:14].ON1[C:20]2C=CC=[N:24][C:19]=2[CH:18]=N1.CN1C[CH2:30][O:29]CC1>O1CCCC1>[NH2:1][C:2]1[C:10]([N+:11]([O-:13])=[O:12])=[CH:9][CH:8]=[CH:7][C:3]=1[C:4]([NH:24][C@@H:19]([CH3:18])[C:20]([O:29][CH3:30])=[O:14])=[O:6] |f:1.2|. Reported procedure: To a stirred and cooled (-12° C.) mixture of 9.10 parts of 2-amino-3-nitrobenzoic acid, 6.95 parts of methyl L-α-alanine monohydrochloride, 13.50 parts of 1-hydroxy-1H-1,2,4-benzotriazole monohydrate and 178 parts of tetrahydrofuran there were added portionwise 5.05 parts of N-methylmorpholine and, after 5 min, 10.3 parts of N,N'-methanetetraylbis[cyclohexanamine] under an argon atmosphere. Stirring was continued for 51/2 hours at -12° C. and for 15 hours at room temperature. After cooling to 0°... The reactants are [BH4-], CC(C)C(=O)N1C(=O)C2C=CC1C2, CCC(C)O, Cl, [Na+], [Na+], [OH-], O. Product: CC(C)C(=O)NC1C=CC(CO)C1. Reaction SMILES: [BH4-:14].[C:1]([CH:2]([CH3:3])[CH3:4])(=[O:5])[N:6]1[CH:7]2[CH:8]=[CH:9][CH:10]([C:11]1=[O:12])[CH2:13]2.[CH3:20][CH:21]([OH:22])[CH2:23][CH3:24].[ClH:16].[Na+:15].[Na+:18].[OH-:17].[OH2:19]>>[C:1]([CH:2]([CH3:3])[CH3:4])(=[O:5])[NH:6][CH:7]1[CH:8]=[CH:9][CH:10]([CH2:11][OH:12])[CH2:13]1. Reactants: O[C@@H]1CC[C@H](CC1)N1C(C2=CC=CC=C2C1=O)=O (trans-2-(4-Hydroxy-cyclohexyl)-isoindole-1,3-dione), C1(=CC=CC=C1)P(C1=CC=CC=C1)C1=CC=CC=C1 (triphenylphosphine), [N+](=O)([O-])C1=CC=C(C(=O)O)C=C1 (4-nitrobenzoic acid), N(=NC(=O)OC(C)C)C(=O)OC(C)C (diisopropyl azodicarboxylate). Solvent: C1CCOC1 (THF). Conditions: time 8 hour. The product is O=C1N(C(C2=CC=CC=C12)=O)[C@@H]1CC[C@H](CC1)OC(C1=CC=C(C=C1)[N+](=O)[O-])=O (trans-4-Nitro-benzoic acid 4-(1,3-dioxo-1,3-dihydro-isoindol-2-yl)-cyclohexyl ester). Reaction SMILES: [OH:1][C@H:2]1[CH2:7][CH2:6][C@H:5]([N:8]2[C:16](=[O:17])[C:15]3[C:10](=[CH:11][CH:12]=[CH:13][CH:14]=3)[C:9]2=[O:18])[CH2:4][CH2:3]1.C1(P(C2C=CC=CC=2)C2C=CC=CC=2)C=CC=CC=1.[N+:38]([C:41]1[CH:49]=[CH:48][C:44]([C:45](O)=[O:46])=[CH:43][CH:42]=1)([O-:40])=[O:39].N(C(OC(C)C)=O)=NC(OC(C)C)=O>C1COCC1>[O:17]=[C:16]1[C:15]2[C:10](=[CH:11][CH:12]=[CH:13][CH:14]=2)[C:9](=[O:18])[N:8]1[C@H:5]1[CH2:4][CH2:3][C@H:2]([O:1][C:45](=[O:46])[C:44]2[CH:43]=[CH:42][C:41]([N+:38]([O-:40])=[O:39])=[CH:49][CH:48]=2)[CH2:7][CH2:6]1. Reported procedure: To a solution of trans-2-(4-Hydroxy-cyclohexyl)-isoindole-1,3-dione (38 g, 154.9 mmol), triphenylphosphine (65 g, 248 mmol), and 4-nitrobenzoic acid (41.4 g, 248 mmol) in 1500 mL of THF was added dropwise diisopropyl azodicarboxylate (50.1 g, 248 mmol) at room temperature. The reaction mixture was stirred overnight. The solvent was evaporated, and the resulting solid was recrystallized from methanol. Yield: 53 g (86.7% of theory). 1H NMR (300 MHz, CDCl3): δ 8.40-8.36 (m, 4H), 7.79 (ddd, J=0.12, ... The reactants are COC1=CC2=C(N(C(=N2)C2=CC=CC=C2)C2=CC=C(C=C2)C)C=C1OCCCCCC(=O)O (6-[[5-methoxy-1-(4-methylphenyl)-2-phenyl-1H-benzimidazol-6-yl]oxy]hexanoic acid), C([O-])(O)=O.[K+] (potassium bicarbonate). Reagents/catalysts: S(O)(O)(=O)=O (sulfuric acid). Solvent: CO (methanol), O (water). Run at time 2 hour. Product: COC(CCCCCOC=1C(=CC2=C(N(C(N2)C2=CC=CC=C2)C2=CC=C(C=C2)C)C1)OC)=O (6-[[5-Methoxy-1-(4-methylphenyl)-2-phenyl-3H-benzimidazol-6-yl]oxy]hexanoic acid methyl ester). As a reaction SMILES: [CH3:1][O:2][C:3]1[C:24]([O:25][CH2:26][CH2:27][CH2:28][CH2:29][CH2:30][C:31]([OH:33])=[O:32])=[CH:23][C:6]2[N:7]([C:16]3[CH:21]=[CH:20][C:19]([CH3:22])=[CH:18][CH:17]=3)[C:8]([C:10]3[CH:15]=[CH:14][CH:13]=[CH:12][CH:11]=3)=[N:9][C:5]=2[CH:4]=1.[C:34](=O)(O)[O-].[K+]>CO.S(=O)(=O)(O)O.O>[CH3:34][O:32][C:31](=[O:33])[CH2:30][CH2:29][CH2:28][CH2:27][CH2:26][O:25][C:24]1[C:3]([O:2][CH3:1])=[CH:4][C:5]2[NH:9][CH:8]([C:10]3[CH:15]=[CH:14][CH:13]=[CH:12][CH:11]=3)[N:7]([C:16]3[CH:21]=[CH:20][C:19]([CH3:22])=[CH:18][CH:17]=3)[C:6]=2[CH:23]=1 |f:1.2|. Reported procedure: 40 mg of 6-[[5-methoxy-1-(4-methylphenyl)-2-phenyl-1H-benzimidazol-6-yl]oxy]hexanoic acid was dissolved in 2 ml of methanol, mixed with 1 drop of concentrated sulfuric acid, and the mixture was stirred for 2 hours. It was mixed with saturated potassium bicarbonate solution, diluted with water, extracted with ethyl acetate, the extracts were dried on sodium sulfate and concentrated by evaporation in a vacuum. The residue was crystallized from diisopropyl ether. Reactants: COC(C(CC(C)C)C=1C=C(C=C(C1)O)C1=CC=C(C=C1)C(F)(F)F)=O (2-(5-hydroxy-4′-trifluoromethyl-biphenyl-3-yl)-4-methyl-pentanoic acid methyl ester), COC1=C(C=C(C=C1)B(O)O)C(F)(F)F (4-methoxy-3-trifluoromethylphenylboronic acid). The product is COC(C(CC(C)C)C=1C=C(C=C(C1)OC1=CC(=C(C=C1)OC)C(F)(F)F)C1=CC=C(C=C1)C(F)(F)F)=O (2-[5-(4-Methoxy-3-trifluoromethyl-phenoxy)-4′-trifluoromethyl-biphenyl-3-yl]-4-methyl-pentanoic acid methyl ester). The yield is 25.0%. Reaction SMILES: [CH3:1][O:2][C:3](=[O:26])[CH:4]([C:9]1[CH:10]=[C:11]([C:16]2[CH:21]=[CH:20][C:19]([C:22]([F:25])([F:24])[F:23])=[CH:18][CH:17]=2)[CH:12]=[C:13]([OH:15])[CH:14]=1)[CH2:5][CH:6]([CH3:8])[CH3:7].[CH3:27][O:28][C:29]1[CH:34]=[CH:33][C:32](B(O)O)=[CH:31][C:30]=1[C:38]([F:41])([F:40])[F:39]>>[CH3:1][O:2][C:3](=[O:26])[CH:4]([C:9]1[CH:10]=[C:11]([C:16]2[CH:17]=[CH:18][C:19]([C:22]([F:23])([F:25])[F:24])=[CH:20][CH:21]=2)[CH:12]=[C:13]([O:15][C:32]2[CH:33]=[CH:34][C:29]([O:28][CH3:27])=[C:30]([C:38]([F:39])([F:41])[F:40])[CH:31]=2)[CH:14]=1)[CH2:5][CH:6]([CH3:8])[CH3:7]. Procedure details: The title compound was prepared in 25% yield from 2-(5-hydroxy-4′-trifluoromethyl-biphenyl-3-yl)-4-methyl-pentanoic acid methyl ester and 4-methoxy-3-trifluoromethylphenylboronic acid under the conditions described in Example 15, step (g). Starting materials: ClC=1C(=NC=NC1Cl)N (5,6-dichloropyrimidin-4-amine), NCC1CN(CC1)C(=O)OC(C)(C)C (tert-butyl 3-(aminomethyl)pyrrolidine-1-carboxylate), C1(=CC=CC=C1)NC(C1=CC=C(C=C1)B1OC(C(O1)(C)C)(C)C)=O (N-phenyl-4-(4,4,5,5-tetramethyl-1,3,2-dioxaborolan-2-yl)benzamide), C(C=C)(=O)Cl (acryloyl chloride). The product is C(C=C)(=O)N1CC(CC1)CNC1=NC=NC(=C1C1=CC=C(C(=O)NC2=CC=CC=C2)C=C1)N (4-(4-(((1-acryloylpyrrolidin-3-yl)methyl)amino)-6-aminopyrimidin-5-yl)-N-phenylbenzamide). Reaction SMILES: Cl[C:2]1[C:3]([NH2:9])=[N:4][CH:5]=[N:6][C:7]=1Cl.[NH2:10][CH2:11][CH:12]1[CH2:16][CH2:15][N:14]([C:17]([O:19]C(C)(C)C)=O)[CH2:13]1.[C:24]1([NH:30][C:31](=[O:47])[C:32]2[CH:37]=[CH:36][C:35](B3OC(C)(C)C(C)(C)O3)=[CH:34][CH:33]=2)[CH:29]=[CH:28][CH:27]=[CH:26][CH:25]=1.[C:48](Cl)(=O)[CH:49]=C>>[C:17]([N:14]1[CH2:15][CH2:16][CH:12]([CH2:11][NH:10][C:7]2[C:2]([C:35]3[CH:36]=[CH:37][C:32]([C:31]([NH:30][C:24]4[CH:29]=[CH:28][CH:27]=[CH:26][CH:25]=4)=[O:47])=[CH:33][CH:34]=3)=[C:3]([NH2:9])[N:4]=[CH:5][N:6]=2)[CH2:13]1)(=[O:19])[CH:48]=[CH2:49]. Reported procedure: 4-(4-(((1-acryloylpyrrolidin-3-yl)methyl)amino)-6-aminopyrimidin-5-yl)-N-phenylbenzamide was prepared from 5,6-dichloropyrimidin-4-amine, tert-butyl 3-(aminomethyl)pyrrolidine-1-carboxylate, N-phenyl-4-(4,4,5,5-tetramethyl-1,3,2-dioxaborolan-2-yl)benzamide, and acryloyl chloride using methods B, C, D, and F. HPLC: 100%. MS: m/z=443 [M+H]+.